Dataset: the Open Reaction Database (ORD), a public repository of structured organic reaction records. Task: describe an organic reaction: reactants, conditions, products, and yield Starting materials: O (H2O), C1CCC=2NC=3C(=CC=CC3C21)CN (1,2,3,4-tetrahydrocyclopenta[b]indol-5-ylmethylamine), N1=CC=CC=C1 (pyridine), ClCC(=O)Cl (chloroacetyl chloride). Run in C(Cl)(Cl)Cl (CHCl3), C(Cl)Cl (CH2Cl2). Run at time 1 hour. Yields the product ClCC(=O)NCC1=CC=CC=2C3=C(NC12)CCC3 (2-Chloro-N-(1,2,3,4-Tetrahydrocyclopenta[b]Indol-5-ylmethyl)Acetamide). Yield: 56.6%. Reaction SMILES: [CH2:1]1[C:12]2[C:11]3[CH:10]=[CH:9][CH:8]=[C:7]([CH2:13][NH2:14])[C:6]=3[NH:5][C:4]=2[CH2:3][CH2:2]1.N1C=CC=CC=1.[Cl:21][CH2:22][C:23](Cl)=[O:24].O>C(Cl)Cl.C(Cl)(Cl)Cl>[Cl:21][CH2:22][C:23]([NH:14][CH2:13][C:7]1[C:6]2[NH:5][C:4]3[CH2:3][CH2:2][CH2:1][C:12]=3[C:11]=2[CH:10]=[CH:9][CH:8]=1)=[O:24]. Procedure: A solution of 1,2,3,4-tetrahydrocyclopenta[b]indol-5-ylmethylamine (100 mg, 0.538 mmol) and pyridine (0.1 mL, 1.23 mmol) in CH2Cl2 (2 mL) was cooled to 0-5° C. in an ice-bath under Ar before chloroacetyl chloride (62 μL, 0.59 mmol) was added. After 1 h, the ice-bath was removed to allow the reaction to warm to rt. After an additional 12 h, H2O (3 mL) and CHCl3 (3 mL) were added. The two layers were separated. The organic layer was dried over Na2SO4, filtered and concentrated in vacuo. Purificati... RXN SMILES: CO[C:3]1[CH:8]=[CH:7][CH:6]=[CH:5][C:4]=1[S:9]([Cl:12])(=[O:11])=[O:10].Cl[C:14]1[CH:15]=CC(OC)=C(S(Cl)(=O)=O)[CH:19]=1.COC1C=CC=CC=1S>>[CH:14]([C:3]1[CH:8]=[CH:7][CH:6]=[CH:5][C:4]=1[S:9]([Cl:12])(=[O:11])=[O:10])([CH3:15])[CH3:19]. Product: C(C)(C)C1=C(C=CC=C1)S(=O)(=O)Cl (2-Isopropylbenzenesulfonyl chloride). Starting materials: COC1=C(C=CC=C1)S(=O)(=O)Cl (2-methoxybenzenesulfonyl chloride), ClC=1C=CC(=C(C1)S(=O)(=O)Cl)OC (5-chloro-2-methoxybenzenesulfonyl chloride), COC1=C(C=CC=C1)S (2-methoxythiophenol). Procedure details: A mixture of 2-methoxybenzenesulfonyl chloride and 5-chloro-2-methoxybenzenesulfonyl chloride, which results from ring chlorination, was prepared from 2-methoxythiophenol. The reactants are C(C)(C)(C)OC(=O)NC(C(=O)OCC)C(=CF)C1=CC(=CC=C1)OC (ethyl 2-tert-butoxycarbonylamino-3-(3'methoxyphenyl)-4-fluoro-3-butenoate), Cl (HCl). The solvent is CCOCC (ether). Yields the product NC(C(=O)OCC)C(=CF)C1=CC(=CC=C1)OC (ethyl 2-amino-3-(3'-methoxyphenyl)-4-fluoro-3-butenoate). Isolated yield 96.0%. RXN SMILES: C(OC([NH:8][CH:9]([C:15]([C:18]1[CH:23]=[CH:22][CH:21]=[C:20]([O:24][CH3:25])[CH:19]=1)=[CH:16][F:17])[C:10]([O:12][CH2:13][CH3:14])=[O:11])=O)(C)(C)C.Cl>CCOCC>[NH2:8][CH:9]([C:15]([C:18]1[CH:23]=[CH:22][CH:21]=[C:20]([O:24][CH3:25])[CH:19]=1)=[CH:16][F:17])[C:10]([O:12][CH2:13][CH3:14])=[O:11]. Procedure: A solution of ethyl 2-tert-butoxycarbonylamino-3-(3'methoxyphenyl)-4-fluoro-3-butenoate (218 mg) in ether (10 ml) saturated with dry HCl is left overnight by which time colorless needles crystallize. These are collected and dried to afford pure recemic ethyl 2-amino-3-(3'-methoxyphenyl)-4-fluoro-3-butenoate (150 mg): colorless needles, m.p. 141°-142°: Reactants: Cl.BrC1=CC=C(C=C1)C=1OC=C(N1)CN1CCCC1 (4-Bromo-phenyl-4-pyrrolidin-1-ylmethyl-oxazole hydrochloride), CS(=O)(=O)C1=CC=C(C=C1)B(O)O (4-methylsulfonylphenylboronic acid), C([O-])([O-])=O.[Na+].[Na+] (sodium carbonate). Reagents/catalysts: [Pd].C1(=CC=CC=C1)P(C1=CC=CC=C1)C1=CC=CC=C1.C1(=CC=CC=C1)P(C1=CC=CC=C1)C1=CC=CC=C1.C1(=CC=CC=C1)P(C1=CC=CC=C1)C1=CC=CC=C1.C1(=CC=CC=C1)P(C1=CC=CC=C1)C1=CC=CC=C1 (tetrakis-(triphenylphosphine) palladium). Solvent: O1CCOCC1 (dioxane). Run at time 30 minute. The product is CS(=O)(=O)C1=CC=C(C=C1)C1=CC=C(C=C1)C=1OC=C(N1)CN1CCCC1 (2-(4′-Methanesulfonyl-biphenyl-4-yl)-4-pyrrolidin-1-ylmethyl-oxazole). Yield: 74.4%. As a reaction SMILES: Cl.Br[C:3]1[CH:8]=[CH:7][C:6]([C:9]2[O:10][CH:11]=[C:12]([CH2:14][N:15]3[CH2:19][CH2:18][CH2:17][CH2:16]3)[N:13]=2)=[CH:5][CH:4]=1.[CH3:20][S:21]([C:24]1[CH:29]=[CH:28][C:27](B(O)O)=[CH:26][CH:25]=1)(=[O:23])=[O:22].C(=O)([O-])[O-].[Na+].[Na+]>[Pd].C1(P(C2C=CC=CC=2)C2C=CC=CC=2)C=CC=CC=1.C1(P(C2C=CC=CC=2)C2C=CC=CC=2)C=CC=CC=1.C1(P(C2C=CC=CC=2)C2C=CC=CC=2)C=CC=CC=1.C1(P(C2C=CC=CC=2)C2C=CC=CC=2)C=CC=CC=1.O1CCOCC1>[CH3:20][S:21]([C:24]1[CH:29]=[CH:28][C:27]([C:3]2[CH:8]=[CH:7][C:6]([C:9]3[O:10][CH:11]=[C:12]([CH2:14][N:15]4[CH2:19][CH2:18][CH2:17][CH2:16]4)[N:13]=3)=[CH:5][CH:4]=2)=[CH:26][CH:25]=1)(=[O:23])=[O:22] |f:0.1,3.4.5,6.7.8.9.10|. Procedure: 2-(4-Bromo-phenyl-4-pyrrolidin-1-ylmethyl-oxazole hydrochloride (See Example 2) (0.151 g, 0.439 mmol), 4-methylsulfonylphenylboronic acid (0.132 g, 0.66 mmol), tetrakis-(triphenylphosphine) palladium (0.010 g, 0.009 mmol), aqueous sodium carbonate (2M, 0.88 mL, 1.76 mmol) and 7 mL of dioxane is placed in a 10 mL CEM microwave tube. The tube is placed in a CEM microwave reactor for 30 minutes at 90° C., 25 psi, and 45 watts of power. The mixture is cooled and concentrated to a dark residue which ...